From a dataset of the Open Reaction Database (ORD), a public repository of structured organic reaction records. describe an organic reaction: reactants, conditions, products, and yield Reactants: BrC(C1=CC=C(C=C1)C1=C(C=CC=C1)C#N)Br (4'-dibromomethyl-2-cyanobiphenyl), BrCC1=CC=C(C=C1)C1=C(C=CC=C1)C#N (4'-bromomethyl-2-cyanobiphenyl). Run in C1(=CC=CC=C1)C (toluene). Product: CC1=CC=C(C=C1)C1=C(C=CC=C1)C#N (4'-methyl-2-cyanobiphenyl). As a reaction SMILES: Br[CH:2](Br)[C:3]1[CH:8]=[CH:7][C:6]([C:9]2[CH:14]=[CH:13][CH:12]=[CH:11][C:10]=2[C:15]#[N:16])=[CH:5][CH:4]=1.BrCC1C=CC(C2C=CC=CC=2C#N)=CC=1>C1(C)C=CC=CC=1>[CH3:2][C:3]1[CH:4]=[CH:5][C:6]([C:9]2[CH:14]=[CH:13][CH:12]=[CH:11][C:10]=2[C:15]#[N:16])=[CH:7][CH:8]=1. Procedure: After the dropwise addition of the solution prepared by dissolving the mixture of 4'-dibromomethyl-2-cyanobiphenyl and 4'-bromomethyl-2-cyanobiphenyl in toluene was terminated, the mixture was allowed to react up to a point where the above suspension no longer absorbs hydrogen gas. After the reaction was terminated, Raney catalyst and sodium carbonate were filtered off, and the reaction mixture was then concentrated to distill off methanol and toluene. The resulting crude 4'-methyl-2-cyanobiphen... Reactants: C1CCNCC1, ClCCl, COc1cc(C(=O)N2CCC(NC(=O)OCC3c4ccccc4-c4ccccc43)CC2)ccc1Nc1ncc2c(n1)N(C1CCC1)CC(F)(F)C(=O)N2C. The product is COc1cc(C(=O)N2CCC(N)CC2)ccc1Nc1ncc2c(n1)N(C1CCC1)CC(F)(F)C(=O)N2C. As a reaction SMILES: [CH2:55]1[CH2:56][CH2:57][NH:58][CH2:59][CH2:60]1.[Cl:61][CH2:62][Cl:63].[cH:1]1[c:2]2[c:14]([cH:15][cH:16][cH:54]1)-[c:9]1[c:8]([cH:13][cH:12][cH:11][cH:10]1)[CH:3]2[CH2:4][O:5][C:6](=[O:7])[NH:17][CH:18]1[CH2:19][CH2:20][N:21]([C:24]([c:25]2[cH:26][c:27]([O:51][CH3:52])[c:28]([NH:31][c:32]3[n:33][cH:34][c:35]4[c:36]([n:50]3)[N:37]([CH:46]3[CH2:47][CH2:48][CH2:49]3)[CH2:38][C:39]([F:44])([F:45])[C:40](=[O:43])[N:41]4[CH3:42])[cH:29][cH:30]2)=[O:53])[CH2:22][CH2:23]1>>[NH2:17][CH:18]1[CH2:19][CH2:20][N:21]([C:24]([c:25]2[cH:26][c:27]([O:51][CH3:52])[c:28]([NH:31][c:32]3[n:33][cH:34][c:35]4[c:36]([n:50]3)[N:37]([CH:46]3[CH2:47][CH2:48][CH2:49]3)[CH2:38][C:39]([F:44])([F:45])[C:40](=[O:43])[N:41]4[CH3:42])[cH:29][cH:30]2)=[O:53])[CH2:22][CH2:23]1. Starting materials: CC(CO)N(CC(=O)OC(C)(C)C)Cc1ccccc1, O=C([O-])O, ClC(Cl)Cl, [Na+], O=S(Cl)Cl. Product: CC(CCl)N(CC(=O)OC(C)(C)C)Cc1ccccc1. As a reaction SMILES: [C:1]([CH3:2])([CH3:3])([CH3:4])[O:5][C:6]([CH2:7][N:8]([CH:9]([CH2:10][OH:11])[CH3:12])[CH2:13][c:14]1[cH:15][cH:16][cH:17][cH:18][cH:19]1)=[O:20].[C:25](=[O:26])([OH:27])[O-:28].[CH:30]([Cl:31])([Cl:32])[Cl:33].[Na+:29].[S:21]([Cl:22])([Cl:23])=[O:24]>>[C:1]([CH3:2])([CH3:3])([CH3:4])[O:5][C:6]([CH2:7][N:8]([CH:9]([CH2:10][Cl:23])[CH3:12])[CH2:13][c:14]1[cH:15][cH:16][cH:17][cH:18][cH:19]1)=[O:20]. The reactants are C(CCC)OCCOC1=CC=C(C=C1)C=1C=CC2=C(C=C(CCN2C2=CC3=C(C=C2)OCO3)C(=O)OC)C1 (methyl 7-[4-(2-butoxyethoxy)phenyl]-1-(3,4-methylenedioxyphenyl)-2,3-dihydro-1H-1-benzazepine-4-carboxylate), [OH-].[Na+] (sodium hydroxide). Solvent: CO (methanol), C1CCOC1 (THF). Yields the product C(CCC)OCCOC1=CC=C(C=C1)C=1C=CC2=C(C=C(CCN2C2=CC3=C(C=C2)OCO3)C(=O)O)C1 (7-[4-(2-butoxyethoxy)phenyl]-1-(3,4-methylenedioxyphenyl)-2,3-dihydro-1H-1-benzazepine-4-carboxylic acid). Isolated yield 89.1%. Reaction SMILES: [CH2:1]([O:5][CH2:6][CH2:7][O:8][C:9]1[CH:14]=[CH:13][C:12]([C:15]2[CH:16]=[CH:17][C:18]3[N:24]([C:25]4[CH:30]=[CH:29][C:28]5[O:31][CH2:32][O:33][C:27]=5[CH:26]=4)[CH2:23][CH2:22][C:21]([C:34]([O:36]C)=[O:35])=[CH:20][C:19]=3[CH:38]=2)=[CH:11][CH:10]=1)[CH2:2][CH2:3][CH3:4].[OH-].[Na+]>CO.C1COCC1>[CH2:1]([O:5][CH2:6][CH2:7][O:8][C:9]1[CH:10]=[CH:11][C:12]([C:15]2[CH:16]=[CH:17][C:18]3[N:24]([C:25]4[CH:30]=[CH:29][C:28]5[O:31][CH2:32][O:33][C:27]=5[CH:26]=4)[CH2:23][CH2:22][C:21]([C:34]([OH:36])=[O:35])=[CH:20][C:19]=3[CH:38]=2)=[CH:13][CH:14]=1)[CH2:2][CH2:3][CH3:4] |f:1.2|. Procedure details: In methanol (25 ml) and THF (25 ml) was dissolved methyl 7-[4-(2-butoxyethoxy)phenyl]-1-(3,4-methylenedioxyphenyl)-2,3-dihydro-1H-1-benzazepine-4-carboxylate (0.3 g). To the solution was added 1N sodium hydroxide solution (6 ml), and the mixture was refluxed for 2 hours, concentrated, neutralized with 1N hydrochloric acid and extracted with ethyl acetate. The organic layer was washed with water and saturated brine and dried with anhydrous magnesium sulfate. The solvent was evaporated to give 7-[... The reactants are [N+](=O)([O-])C1=NNC=C1 (3-nitro-1H-pyrazole), [Si](C)(C)(C(C)(C)C)OCCBr (2-(tert-butyldimethylsilyloxy)-1-bromoethane), C([O-])([O-])=O.[Cs+].[Cs+] (cesium carbonate), CN(C)C=O (DMF). Run in C(Cl)Cl (methylene chloride), O (water). Run at temperature 70 celsius. Yields the product [Si](C)(C)(C(C)(C)C)OCCN1N=C(C=C1)[N+](=O)[O-] (1-(2-(tert-Butyldimethylsilyloxy)ethyl)-3-nitro-1H-pyrazole). Isolated yield 85.0%. Reaction SMILES: [N+:1]([C:4]1[CH:8]=[CH:7][NH:6][N:5]=1)([O-:3])=[O:2].[Si:9]([O:16][CH2:17][CH2:18]Br)([C:12]([CH3:15])([CH3:14])[CH3:13])([CH3:11])[CH3:10].C(=O)([O-])[O-].[Cs+].[Cs+].CN(C=O)C>C(Cl)Cl.O>[Si:9]([O:16][CH2:17][CH2:18][N:6]1[CH:7]=[CH:8][C:4]([N+:1]([O-:3])=[O:2])=[N:5]1)([C:12]([CH3:15])([CH3:14])[CH3:13])([CH3:11])[CH3:10] |f:2.3.4|. Reported procedure: A 100-mL single-neck round-bottomed flask equipped with a reflux condenser and magnetic stirrer was purged with nitrogen and charged with 3-nitro-1H-pyrazole (500 mg, 4.42 mmol), 2-(tert-butyldimethylsilyloxy)-1-bromoethane (2.12 g, 8.85 mmol), cesium carbonate (5.76 g, 17.7 mmol) and anhydrous DMF (5 mL). After heating at 70° C. for 1 h, the mixture was cooled to room temperature and diluted with methylene chloride (50 mL) and water (30 mL). The organic layer was separated, and the aqueous laye...